This data is from the Open Reaction Database (ORD), a public repository of structured organic reaction records. The task is: describe an organic reaction: reactants, conditions, products, and yield As a reaction SMILES: [C:16]([CH3:17])([CH3:18])([CH3:19])[O:20][C:21](=[O:22])[N:23]1[CH2:24][CH2:25][CH:26]([OH:29])[CH2:27][CH2:28]1.[N:49]([C:50]([O:51][C:52]([CH3:53])([CH3:54])[CH3:55])=[O:56])=[N:57][C:58]([O:59][C:60]([CH3:61])([CH3:62])[CH3:63])=[O:64].[O:65]1[CH2:66][CH2:67][CH2:68][CH2:69]1.[OH:1][c:2]1[cH:3][c:4]2[cH:5][c:6]3[n:7]([c:8]2[cH:9][cH:10]1)[CH2:11][CH2:12][NH:13][C:14]3=[O:15].[c:30]1([P:31]([c:32]2[cH:33][cH:34][cH:35][cH:36][cH:37]2)[c:38]2[cH:39][cH:40][cH:41][cH:42][cH:43]2)[cH:44][cH:45][cH:46][cH:47][cH:48]1>>[O:1]([c:2]1[cH:3][c:4]2[cH:5][c:6]3[n:7]([c:8]2[cH:9][cH:10]1)[CH2:11][CH2:12][NH:13][C:14]3=[O:15])[CH:26]1[CH2:25][CH2:24][N:23]([C:21]([O:20][C:16]([CH3:17])([CH3:18])[CH3:19])=[O:22])[CH2:28][CH2:27]1. The reactants are CC(C)(C)OC(=O)N1CCC(O)CC1, CC(C)(C)OC(=O)N=NC(=O)OC(C)(C)C, C1CCOC1, O=C1NCCn2c1cc1cc(O)ccc12, c1ccc(P(c2ccccc2)c2ccccc2)cc1. Product: CC(C)(C)OC(=O)N1CCC(Oc2ccc3c(c2)cc2n3CCNC2=O)CC1. Starting materials: NC1=C(C(=C(C#N)C=C1)Cl)F (4-Amino-3-fluoro-2-chlorobenzonitrile), N(=C=O)C1=CC=C(C=2CCCCC12)C#N (4-Isocyanato-5,6,7,8-tetrahydronaphthalene-1-carbonitrile). Yields the product N(=C=O)C1=C(C(=C(C#N)C=C1)Cl)F (4-Isocyanato-3-fluoro-2-chlorobenzonitrile). As a reaction SMILES: [NH2:1][C:2]1[CH:9]=[CH:8][C:5]([C:6]#[N:7])=[C:4]([Cl:10])[C:3]=1[F:11].N(C1C2CCCCC=2C(C#N)=CC=1)=[C:13]=[O:14]>>[N:1]([C:2]1[CH:9]=[CH:8][C:5]([C:6]#[N:7])=[C:4]([Cl:10])[C:3]=1[F:11])=[C:13]=[O:14]. Procedure: 4-Isocyanato-3-fluoro-2-chlorobenzonitrile was prepared from 4-amino-3-fluoro-2-chlorobenzonitrile (73B) in a manner similar to that described in Example 2 for the preparation of 2E. Starting materials: CO, CC(=O)C1CN(C(=O)N2CCN(S(C)(=O)=O)CC2)CC1c1ccc(Cl)c(Cl)c1. Yields the product CC(O)C1CN(C(=O)N2CCN(S(C)(=O)=O)CC2)CC1c1ccc(Cl)c(Cl)c1. As a reaction SMILES: [CH3:29][OH:30].[Cl:1][c:2]1[cH:3][c:4]([CH:9]2[CH:10]([C:26]([CH3:27])=[O:28])[CH2:11][N:12]([C:14](=[O:15])[N:16]3[CH2:17][CH2:18][N:19]([S:22](=[O:23])(=[O:24])[CH3:25])[CH2:20][CH2:21]3)[CH2:13]2)[cH:5][cH:6][c:7]1[Cl:8]>>[Cl:1][c:2]1[cH:3][c:4]([CH:9]2[CH:10]([CH:26]([CH3:27])[OH:28])[CH2:11][N:12]([C:14](=[O:15])[N:16]3[CH2:17][CH2:18][N:19]([S:22](=[O:23])(=[O:24])[CH3:25])[CH2:20][CH2:21]3)[CH2:13]2)[cH:5][cH:6][c:7]1[Cl:8]. The reactants are COC(COC1=C2C(=C(N(C2=C2C(=C1)CCC2)CC2=C(C=CC=C2)F)C)C(C(=O)N)=O)=O (2-[[3-(2-amino-1,2-dioxoethyl)-2-methyl-1-(2-fluorobenzyl)-1,6,7,8-tetrahydrocyclopent[g]indol-4-yl]oxy]acetic acid methyl ester), [OH-].[Li+] (lithium hydroxide). Run in O1CCCC1 (tetrahydrofuran), CO (methanol), O (water), CO (methanol). The product is NC(C(=O)C1=C(N(C2=C3C(=CC(=C12)OCC(=O)O)CCC3)CC3=C(C=CC=C3)F)C)=O (2-[[3-(2-amino-1,2-dioxoethyl)-2-methyl-1-(2-fluorobenzyl)-1,6,7,8-tetrahydrocyclopent[g]indol-4-yl]oxy]acetic acid). Isolated yield 49.4%. RXN SMILES: C[O:2][C:3](=[O:32])[CH2:4][O:5][C:6]1[CH:14]=[C:13]2[CH2:15][CH2:16][CH2:17][C:12]2=[C:11]2[C:7]=1[C:8]([C:27](=[O:31])[C:28]([NH2:30])=[O:29])=[C:9]([CH3:26])[N:10]2[CH2:18][C:19]1[CH:24]=[CH:23][CH:22]=[CH:21][C:20]=1[F:25].[OH-].[Li+]>O1CCCC1.CO.O>[NH2:30][C:28](=[O:29])[C:27]([C:8]1[C:7]2[C:11](=[C:12]3[CH2:17][CH2:16][CH2:15][C:13]3=[CH:14][C:6]=2[O:5][CH2:4][C:3]([OH:32])=[O:2])[N:10]([CH2:18][C:19]2[CH:24]=[CH:23][CH:22]=[CH:21][C:20]=2[F:25])[C:9]=1[CH3:26])=[O:31] |f:1.2|. Reported procedure: A solution of 2-[[3-(2-amino-1,2-dioxoethyl)-2-methyl-1-(2-fluorobenzyl)-1,6,7,8-tetrahydrocyclopent[g]indol-4-yl]oxy]acetic acid methyl ester (345 mg, 0.787 mmol) in tetrahydrofuran (20 mL) and methanol (20 mL) was treated with 1 M aqueous lithium hydroxide solution (25 mL) at room temperature for 19 h. The mixture was diluted with water and methanol and filtered. The filtrate was concentrated in vacuo and the residue dissolved in water and acidified with concentrated hydrochloric acid. The res... Reactants: C(C)OC(C=C(C=CCC1(CC1)C1=C2CCC(C2=CC(=C1)C(C)(C)C)(C)C)C)=O (ethyl-6-[1-(6-t-butyl-1,1-dimethyl-indan-4-yl)-cyclopropyl]-3-methyl-2,4-hexadienoate), crude mixture. The solvent is CO (MeOH), CO (MeOH). Yields the product C(C)(C)(C)C1=CC(=C2CCC(C2=C1)(C)C)C1(CC1)C/C=C/C(=C/C(=O)O)/C ((2E, 4E)-6-[1-(6-t-butyl-1,1-dimethyl-indan-4-yl)-cyclopropyl]-3-methyl-2,4-hexadienoic acid). The yield is 54.6%. RXN SMILES: C([O:3][C:4](=[O:29])[CH:5]=[C:6]([CH3:28])[CH:7]=[CH:8][CH2:9][C:10]1([C:13]2[CH:21]=[C:20]([C:22]([CH3:25])([CH3:24])[CH3:23])[CH:19]=[C:18]3[C:14]=2[CH2:15][CH2:16][C:17]3([CH3:27])[CH3:26])[CH2:12][CH2:11]1)C>CO>[C:22]([C:20]1[CH:19]=[C:18]2[C:14]([CH2:15][CH2:16][C:17]2([CH3:27])[CH3:26])=[C:13]([C:10]2([CH2:9]/[CH:8]=[CH:7]/[C:6](/[CH3:28])=[CH:5]/[C:4]([OH:29])=[O:3])[CH2:11][CH2:12]2)[CH:21]=1)([CH3:23])([CH3:24])[CH3:25]. Reported procedure: The above ethyl ester 19 (37 mg, 0.09 mmol) in 2 mL MeOH was hydrolyzed as described for Example 1 to give the crude acid. The crude mixture was purified by HPLC (82% MeOH/18% 10 mmol NH4OAc+0.3% AcOH) to give 18 mg (55%) of pure (2E, 4E)-6-[1-(6-t-butyl-1,1-dimethyl-indan-4-yl)-cyclopropyl]-3-methyl-2,4-hexadienoic acid (20). 1H NMR (400 MHz, CDCl3) δ7.05 (d, J=1.5 Hz, 1H, aromatic), 7.02 (d, J=1.7 Hz, 1H, aromatic), 6.09 (dt, J=15.7 and 7.2 Hz, 1H, vinylic CH), 5.97 (d, J=15.7 Hz, 1H, vinylic ...